Dataset: the Open Reaction Database (ORD), a public repository of structured organic reaction records. Task: describe an organic reaction: reactants, conditions, products, and yield Reactants: Cl.FC1=C(OCC2=NN(C=N2)C2CCNCC2)C=CC(=C1)S(=O)(=O)C (4-[3-(2-fluoro-4-methanesulfonyl-phenoxymethyl)-[1,2,4]triazol-1-yl]-piperidine hydrochloride salt), Cl.FC1=C(OCC2=NN(C=N2)C2CCNCC2)C=CC(=C1)S(=O)(=O)C (4-[3-(2-fluoro-4-methanesulfonyl-phenoxymethyl)-[1,2,4]triazol-1-yl]-piperidine hydrochloride salt), C([O-])([O-])=O.[K+].[K+] (potassium carbonate), ClC1=NC=C(C=N1)CC (2-chloro-5-ethyl-pyrimidine). The solvent is CN(C=O)C (dimethylformamide). Run at temperature 90 celsius. Yields the product C(C)C=1C=NC(=NC1)N1CCC(CC1)N1N=C(N=C1)COC1=C(C=C(C=C1)S(=O)(=O)C)F (5-Ethyl-2-{4-[3-(2-fluoro-4-methanesulfonyl-phenoxymethyl)-[1,2,4]triazol-1-yl]-piperidin-1-yl}-pyrimidine). As a reaction SMILES: Cl.[F:2][C:3]1[CH:21]=[C:20]([S:22]([CH3:25])(=[O:24])=[O:23])[CH:19]=[CH:18][C:4]=1[O:5][CH2:6][C:7]1[N:11]=[CH:10][N:9]([CH:12]2[CH2:17][CH2:16][NH:15][CH2:14][CH2:13]2)[N:8]=1.C(=O)([O-])[O-].[K+].[K+].Cl[C:33]1[N:38]=[CH:37][C:36]([CH2:39][CH3:40])=[CH:35][N:34]=1>CN(C)C=O>[CH2:39]([C:36]1[CH:35]=[N:34][C:33]([N:15]2[CH2:16][CH2:17][CH:12]([N:9]3[CH:10]=[N:11][C:7]([CH2:6][O:5][C:4]4[CH:18]=[CH:19][C:20]([S:22]([CH3:25])(=[O:24])=[O:23])=[CH:21][C:3]=4[F:2])=[N:8]3)[CH2:13][CH2:14]2)=[N:38][CH:37]=1)[CH3:40] |f:0.1,2.3.4|. Reported procedure: A mixture of 4-[3-(2-fluoro-4-methanesulfonyl-phenoxymethyl)-[1,2,4]triazol-1-yl]-piperidine hydrochloride salt (Intermediate 6, 0.100 g, 0.256 mmol), potassium carbonate (0.106 g, 0.768 mmol) and 2-chloro-5-ethyl-pyrimidine (0.062 mL, 0.512 mmol) in dimethylformamide (2 mL) was heated at 90° C. for 4 hours or until the starting material was consumed. The reaction was cooled to room temperature, the solution was diluted with water and extracted with ethyl acetate. The organic layer was separated... Procedure details: To a suspension of 3-amino-4,5,6,7-tetrahydrobenzo[1,2-b]selenophene-2-carbonitrile (2.4 g) in ethanol (50 mL) was added aqueous sodium hydroxide solution (50 mL, 10%) at rt and the mixture was refluxed for 1 h. The cooled reaction mixture was poured into ice cooled water and stirred for 15 min. The precipitated solid filtered, washed with cold water and dried to give the product as a pale brown color solid (1.4 g, 54%), mp 152-154° C. 1H NMR (400 MHz, DMSO-d6): δ 6.58 (1H, s, —CONH2), 6.45 (1H,... Yield: 54.0%. Yields the product NC=1C2=C([Se]C1C(=O)N)CCCC2 (3-Amino-4,5,6,7-tetrahydrobenzo[1,2-b]selenophene-2-carboxamide). Reactants: [OH-].[Na+] (sodium hydroxide), NC=1C2=C([Se]C1C#N)CCCC2 (3-amino-4,5,6,7-tetrahydrobenzo[1,2-b]selenophene-2-carbonitrile), O (water). Reaction conditions: time 15 minute. Run in C(C)O (ethanol). Reaction SMILES: [NH2:1][C:2]1[C:3]2[CH2:12][CH2:11][CH2:10][CH2:9][C:4]=2[Se:5][C:6]=1[C:7]#[N:8].[OH-:13].[Na+].O>C(O)C>[NH2:1][C:2]1[C:3]2[CH2:12][CH2:11][CH2:10][CH2:9][C:4]=2[Se:5][C:6]=1[C:7]([NH2:8])=[O:13] |f:1.2|. Starting materials: Cl (HCl), [OH-].[Na+] (sodium hydroxide), COC1=NN(C=C1C(=O)OCC)C1=NC=CC=N1 (ethyl 3-methoxy-1-pyrimidin-2-yl-1H-pyrazole-4-carboxylate), O (Water). Run in CCO (EtOH). Conditions: time 2 hour. The product is COC1=NN(C=C1C(=O)O)C1=NC=CC=N1 (3-Methoxy-1-pyrimidin-2-yl-1H-pyrazole-4-carboxylic acid). RXN SMILES: [OH-].[Na+].[CH3:3][O:4][C:5]1[C:9]([C:10]([O:12]CC)=[O:11])=[CH:8][N:7]([C:15]2[N:20]=[CH:19][CH:18]=[CH:17][N:16]=2)[N:6]=1.O.Cl>CCO>[CH3:3][O:4][C:5]1[C:9]([C:10]([OH:12])=[O:11])=[CH:8][N:7]([C:15]2[N:20]=[CH:19][CH:18]=[CH:17][N:16]=2)[N:6]=1 |f:0.1|. Reported procedure: A 1 N aqueous sodium hydroxide solution (10 mL) is added to a slurry of ethyl 3-methoxy-1-pyrimidin-2-yl-1H-pyrazole-4-carboxylate (1.1 mg, 4.43 mmol) in 30 mL of EtOH. The reaction mixture becomes homogeneous and is stirred for 2 h at RT. Water (2-3 mL) is added, and the solution is cooled to 0° C. and acidified to pH=2-3 with cone. HCl. Most of the EtOH is removed in vacuo, and the resultant mixture is filtered. The collected solid is dried in vacuo to give the title compound as a white solid. Reactants: N1CCCCC1 (piperidine), C(C)(C)(C)C=1OC(=CC(C1)=C(C#N)C#N)C (2-(2-tert-butyl-6-methyl-pyran-4-ylidene)-malononitrile), C1(=CC=CC=C1)N(C1=CC=C(C=C1)C1=CC=C(S1)C=O)C1=CC=CC=C1 (5-(4-diphenylamino-phenyl)-thiophene-2-carbaldehyde). The solvent is C(C)O (ethanol). The product is C(C)(C)(C)C=1OC(=CC(C1)=C(C#N)C#N)C=CC=1SC(=CC1)C1=CC=C(C=C1)N(C1=CC=CC=C1)C1=CC=CC=C1 (2-(2-tert-butyl-6-{2-[5-(4-diphenylamino-phenyl)-thiophene-2-yl]-vinyl}-pyran-4-ylidene)-malononitrile). The yield is 50.0%. RXN SMILES: [C:1]([C:5]1[O:6][C:7]([CH3:16])=[CH:8][C:9](=[C:11]([C:14]#[N:15])[C:12]#[N:13])[CH:10]=1)([CH3:4])([CH3:3])[CH3:2].[C:17]1([N:23]([C:37]2[CH:42]=[CH:41][CH:40]=[CH:39][CH:38]=2)[C:24]2[CH:29]=[CH:28][C:27]([C:30]3[S:34][C:33]([CH:35]=O)=[CH:32][CH:31]=3)=[CH:26][CH:25]=2)[CH:22]=[CH:21][CH:20]=[CH:19][CH:18]=1.N1CCCCC1>C(O)C>[C:1]([C:5]1[O:6][C:7]([CH:16]=[CH:35][C:33]2[S:34][C:30]([C:27]3[CH:28]=[CH:29][C:24]([N:23]([C:37]4[CH:42]=[CH:41][CH:40]=[CH:39][CH:38]=4)[C:17]4[CH:22]=[CH:21][CH:20]=[CH:19][CH:18]=4)=[CH:25][CH:26]=3)=[CH:31][CH:32]=2)=[CH:8][C:9](=[C:11]([C:14]#[N:15])[C:12]#[N:13])[CH:10]=1)([CH3:4])([CH3:2])[CH3:3]. Reported procedure: As shown in the following reaction 3, 0.72 g (3.37 mmol) of (2-(2-tert-butyl-6-methyl-pyran-4-ylidene)-malononitrile and 1 g (2.81 mmol) of 5-(4-diphenylamino-phenyl)-thiophene-2-carbaldehyde were added into 50 ml of ethanol, and 0.28 g (3.37 mmol) of piperidine was added thereto. The reaction solution was heated for 24 hours while refluxing. After cooling the reaction solution, the precipitated red solid was filtered, and recrystallized with ethanol to obtain 0.79 g of the target compound (Yiel...